This data is from the Open Reaction Database (ORD), a public repository of structured organic reaction records. The task is: describe an organic reaction: reactants, conditions, products, and yield Reactants: 340.8, 425.8, ClC1=C(C=O)C(=CC=C1)I (2-chloro-6-iodo-benzaldehyde), C(Br)(Br)(Br)Br (carbon tetrabromide), C1(=CC=CC=C1)P(C1=CC=CC=C1)C1=CC=CC=C1 (triphenylphosphine), 214.0, 261.9, 218.0, 344.9, 263.9, 342.8, 419.7, 216.0, 423.8, 421.7. Product: ClC1=C(C(=CC=C1)I)C=C(Br)Br (Chloro-2-(2,2-dibromo-vinyl)-3-iodo-benzene). Reaction SMILES: [Cl:1][C:2]1[CH:9]=[CH:8][CH:7]=[C:6]([I:10])[C:3]=1[CH:4]=O.[C:11](Br)(Br)([Br:13])[Br:12].C1(P(C2C=CC=CC=2)C2C=CC=CC=2)C=CC=CC=1>>[Cl:1][C:2]1[CH:9]=[CH:8][CH:7]=[C:6]([I:10])[C:3]=1[CH:4]=[C:11]([Br:13])[Br:12]. Reported procedure: Chloro-2-(2,2-dibromo-vinyl)-3-iodo-benzene was prepared from 2-chloro-6-iodo-benzaldehyde, carbon tetrabromide and triphenylphosphine in analogy to Example 1d): colourless oil; MS (EI): 425.8 (5%), 423.8 (20%), 421.7 (46%) and 419.7 (18%) (M+), 344.9 (30%), 342.8 (100%) and 340.8 (90%) ([M-Br]+), 263.9 (5%) and 261.9 (25%) ([M-2Br]+), 218.0 (9%), 216.0 (50%) and 214.0 (35%) ([M-Br])+). Starting materials: FC(C1=CC=C(C(=O)Cl)C=C1)(F)F (4-trifluoromethylbenzoyl chloride), NC(C#N)(CN1N=C2C(=C(C=C(C2=C1)Cl)Cl)Cl)C (2-amino-2-methyl-3-(4,6,7-trichloro-2H-indazol-2-yl)propionitrile), TEA. Run in C1CCOC1 (THF), C1CCOC1 (THF). The product is C(#N)C(CN1N=C2C(=C(C=C(C2=C1)Cl)Cl)Cl)(C)NC(C1=CC=C(C=C1)C(F)(F)F)=O (N-[1-Cyano-1-methyl-2-(4,6,7-trichloro-2H-indazol-2-yl)ethyl]-4-trifluoromethylbenzamide), residue. As a reaction SMILES: [F:1][C:2]([F:13])([F:12])[C:3]1[CH:11]=[CH:10][C:6]([C:7](Cl)=[O:8])=[CH:5][CH:4]=1.[NH2:14][C:15]([CH3:31])([CH2:18][N:19]1[CH:27]=[C:26]2[C:21]([C:22]([Cl:30])=[C:23]([Cl:29])[CH:24]=[C:25]2[Cl:28])=[N:20]1)[C:16]#[N:17]>C1COCC1>[C:16]([C:15]([NH:14][C:7](=[O:8])[C:6]1[CH:10]=[CH:11][C:3]([C:2]([F:13])([F:12])[F:1])=[CH:4][CH:5]=1)([CH3:31])[CH2:18][N:19]1[CH:27]=[C:26]2[C:21]([C:22]([Cl:30])=[C:23]([Cl:29])[CH:24]=[C:25]2[Cl:28])=[N:20]1)#[N:17]. Procedure details: Using a procedure similar to that described in Example 60, except using a solution of 4-trifluoromethylbenzoyl chloride (0.16 mmole) in THF and a solution of 2-amino-2-methyl-3-(4,6,7-trichloro-2H-indazol-2-yl)propionitrile (0.075 mmole, described in Example 147) in THF mixed with TEA (3% v./v.), the title compound was isolated as solid residue (13.9 mg). It was dissolved in DMSO for further biological evaluation and analyzed by LCMS. MS (ES): M/Z [M+H]=475, RT=0.75 min.